describe an organic reaction: reactants, conditions, products, and yield From a dataset of the Open Reaction Database (ORD), a public repository of structured organic reaction records. Reactants: C[Si](C)(C)Cl, ClCCl, COC(=O)C(C)(C)O, c1c[nH]cn1. The product is COC(=O)C(C)(C)O[Si](C)(C)C. As a reaction SMILES: [CH3:14][Si:15]([CH3:16])([CH3:17])[Cl:18].[Cl:19][CH2:20][Cl:21].[OH:1][C:2]([C:3](=[O:4])[O:5][CH3:6])([CH3:7])[CH3:8].[nH:9]1[cH:10][cH:11][n:12][cH:13]1>>[O:1]([C:2]([C:3](=[O:4])[O:5][CH3:6])([CH3:7])[CH3:8])[Si:15]([CH3:14])([CH3:16])[CH3:17]. Reactants: NC1=NC(=CC(=N1)CCl)O (2-amino-4-chloromethyl-6-hydroxypyrimidine), P(=O)(Cl)(Cl)Cl (phosphorus oxychloride). Run at time 10 minute. Product: NC1=NC(=CC(=N1)Cl)CCl (2-amino-4-chloro-6-chloromethylpyrimidine). As a reaction SMILES: [NH2:1][C:2]1[N:7]=[C:6]([CH2:8][Cl:9])[CH:5]=[C:4](O)[N:3]=1.P(Cl)(Cl)([Cl:13])=O>>[NH2:1][C:2]1[N:3]=[C:4]([Cl:13])[CH:5]=[C:6]([CH2:8][Cl:9])[N:7]=1. Reported procedure: 47.9 Parts of 2-amino-4-chloromethyl-6-hydroxypyrimidine was added portionwise to 410 parts of phosphorus oxychloride with stirring. The mixture was placed in an oil bath at 130° C. and stirred until all the solid had dissolved and then for a further 10 minutes. The solution was cooled and the excess of phosphorus oxychloride was removed in vacuo. The residual viscous oil was poured onto 300 parts of ice with stirring and the pH of the resulting mixture was adjusted to pH 8 by the portionwise ad... Starting materials: [Li]CCCC, C1CO1, C1CCOC1, [Cl-], C#Cc1ccc(Cl)cc1, [NH4+]. Product: OCCC#Cc1ccc(Cl)cc1. RXN SMILES: [CH2:10]([Li:11])[CH2:12][CH2:13][CH3:14].[CH2:15]1[CH2:16][O:17]1.[CH2:20]1[O:21][CH2:22][CH2:23][CH2:24]1.[Cl-:18].[Cl:1][c:2]1[cH:3][cH:4][c:5]([C:8]#[CH:9])[cH:6][cH:7]1.[NH4+:19]>>[Cl:1][c:2]1[cH:3][cH:4][c:5]([C:8]#[C:9][CH2:15][CH2:16][OH:17])[cH:6][cH:7]1. The reactants are O (water), CCCCCC.C(C)OCC (hexane diethyl ether), OCC1=C(C(=NC(=C1F)NN)F)F ((4-hydroxymethyl-2,3,5-trifluoropyridin-6-yl)hydrazine), Cl (hydrochloric acid). Reagents/catalysts: [Cu](Cl)Cl (copper (II) chloride). Run at time 2 hour. Product: ClC1=NC(=C(C(=C1F)CO)F)F (2-chloro-4-hydroxymethyl-3,5,6-trifluoropyridine). As a reaction SMILES: [OH:1][CH2:2][C:3]1[C:8]([F:9])=[C:7](NN)[N:6]=[C:5]([F:12])[C:4]=1[F:13].O.CCCCCC.C(OCC)C.[ClH:26]>[Cu](Cl)Cl>[Cl:26][C:7]1[C:8]([F:9])=[C:3]([CH2:2][OH:1])[C:4]([F:13])=[C:5]([F:12])[N:6]=1 |f:2.3|. Reported procedure: To a solution of 0.35 g (0.0026 mole) of copper (II) chloride in 25 ml of concentrated hydrochloric acid was added slowly at room temperature 0.5 g (0.0026 mole) of (4-hydroxymethyl-2,3,5-trifluoropyridin-6-yl)hydrazine (from Example 6). This mixture was stirred at ambient temperature for two hours and was then refluxed for one hour. After being cooled, the reaction mixture was poured into water and was extracted with diethyl ether. The extract was dried over anhydrous magnesium sulfate, filtere... Reported procedure: A suspension (6 ml) of 2-[N-(2,4,5-trimethoxybenzoyl)amino]-4-(ethoxycarbonyl)-1,3-thiazole (3.0 g) in dimethyl sulfoxide was dissolved with heat, and N-methyl-N-hexylamine (2.3 g) was added dropwise to the solution, refluxed for 2 hours. The reaction mixture was allowed to cool, poured into a mixture of 1 N hydrochloric acid (30 ml) and ice water (30 ml), and further, water was added thereto. Crystals so precipitated were collected by filtration, washed with water, and air-dried to thereby obta... Solvent: CS(=O)C (dimethyl sulfoxide). Product: COC1=CC(=C(C(=O)NC=2SC=C(N2)C(=O)OCC)C=C1OC)O (2-[N-(4,5-dimethoxy-2-hydroxybenzoyl)amino]-4-(ethoxycarbonyl)-1,3-thiazole). RXN SMILES: C[O:2][C:3]1[CH:21]=[C:20]([O:22][CH3:23])[C:19]([O:24][CH3:25])=[CH:18][C:4]=1[C:5]([NH:7][C:8]1[S:9][CH:10]=[C:11]([C:13]([O:15][CH2:16][CH3:17])=[O:14])[N:12]=1)=[O:6].CNCCCCCC.Cl.O>CS(C)=O>[CH3:23][O:22][C:20]1[C:19]([O:24][CH3:25])=[CH:18][C:4]([C:5]([NH:7][C:8]2[S:9][CH:10]=[C:11]([C:13]([O:15][CH2:16][CH3:17])=[O:14])[N:12]=2)=[O:6])=[C:3]([OH:2])[CH:21]=1. Starting materials: O (water), COC1=C(C(=O)NC=2SC=C(N2)C(=O)OCC)C=C(C(=C1)OC)OC (2-[N-(2,4,5-trimethoxybenzoyl)amino]-4-(ethoxycarbonyl)-1,3-thiazole), CNCCCCCC (N-methyl-N-hexylamine), Cl (hydrochloric acid), ice water. Isolated yield 72.8%.